Dataset: the Open Reaction Database (ORD), a public repository of structured organic reaction records. Task: describe an organic reaction: reactants, conditions, products, and yield Product: ClC1=CC=C(C=C1)C1=C(C=NC=C1)[N+](=O)[O-] (4-(4′-chlorophenyl)-3-nitropyridine). The reactants are ClC1=C(C=NC=C1)[N+](=O)[O-] (4-chloro-3-nitropyridine), ClC1=CC=C(C=C1)B(O)O (4-chloro-phenylboronic acid), C([O-])([O-])=O.[K+].[K+] (potassium carbonate). Run in C(OC)COC (dimethoxyethane). RXN SMILES: Cl[C:2]1[CH:7]=[CH:6][N:5]=[CH:4][C:3]=1[N+:8]([O-:10])=[O:9].[Cl:11][C:12]1[CH:17]=[CH:16][C:15](B(O)O)=[CH:14][CH:13]=1.C(=O)([O-])[O-].[K+].[K+]>C(COC)OC.C1C=CC([P]([Pd]([P](C2C=CC=CC=2)(C2C=CC=CC=2)C2C=CC=CC=2)([P](C2C=CC=CC=2)(C2C=CC=CC=2)C2C=CC=CC=2)[P](C2C=CC=CC=2)(C2C=CC=CC=2)C2C=CC=CC=2)(C2C=CC=CC=2)C2C=CC=CC=2)=CC=1>[Cl:11][C:12]1[CH:17]=[CH:16][C:15]([C:2]2[CH:7]=[CH:6][N:5]=[CH:4][C:3]=2[N+:8]([O-:10])=[O:9])=[CH:14][CH:13]=1 |f:2.3.4,^1:36,38,57,76|. Procedure: In a sulfonation flask 6.9 g (44 mmol) of 4-chloro-3-nitropyridine, 6.5 g (42 mmol) 4-chloro-phenylboronic acid, 6.0 g (44 mmol) potassium carbonate (saturated solution in water) and 1.0 g (0.9 mmol) tetrakis(triphenylphosphine)palladium are dissolved in 100 ml of dimethoxyethane (DME). The mixture is heated under reflux conditions under a constant nitrogen stream for 5 hours. Then the solvent is removed in a water jet vacuum and the residue taken up in ethylacetate. The organic phase is washed ... Reaction conditions: time 5 hour. Reagents/catalysts: C=1C=CC(=CC1)[P](C=2C=CC=CC2)(C=3C=CC=CC3)[Pd]([P](C=4C=CC=CC4)(C=5C=CC=CC5)C=6C=CC=CC6)([P](C=7C=CC=CC7)(C=8C=CC=CC8)C=9C=CC=CC9)[P](C=1C=CC=CC1)(C=1C=CC=CC1)C=1C=CC=CC1 (tetrakis(triphenylphosphine)palladium). Reactants: Nc1ccc(Br)cc1Cl, CC(=O)O, Cl, [Cu], O=N[O-], [Na+], O=S=O, O. The product is O=S(=O)(Cl)c1ccc(Br)cc1Cl. RXN SMILES: [Br:1][c:2]1[cH:3][c:4]([Cl:9])[c:5]([NH2:6])[cH:7][cH:8]1.[CH3:18][C:19](=[O:20])[OH:21].[ClH:10].[Cu:23].[N:11]([O-:12])=[O:13].[Na+:14].[O:15]=[S:16]=[O:17].[OH2:22]>>[Br:1][c:2]1[cH:3][c:4]([Cl:9])[c:5]([S:16]([Cl:10])(=[O:15])=[O:17])[cH:7][cH:8]1. Reactants: CN(C1=NC(=CC=C1)N)C1CCN(CC1)C (N-methyl-N-(1-methyl-piperidin-4-yl)-pyridine-2,6-diamine), ClC1=C(C(=O)Cl)C=CC(=C1)F (2-chloro-4-fluorobenzoyl chloride). Solvent: N1=CC=CC=C1 (pyridine). The product is Cl.ClC1=C(C(=O)NC2=NC(=CC=C2)N(C2CCN(CC2)C)C)C=CC(=C1)F (2-Chloro-4-fluoro-N-(6-(methyl-(1-methyl-piperidin-4-yl)-amino)-pyridin-2-yl)-benzamide hydrochloride). Yield: 65.8%. As a reaction SMILES: [CH3:1][N:2]([CH:10]1[CH2:15][CH2:14][N:13]([CH3:16])[CH2:12][CH2:11]1)[C:3]1[CH:8]=[CH:7][CH:6]=[C:5]([NH2:9])[N:4]=1.[Cl:17][C:18]1[CH:26]=[C:25]([F:27])[CH:24]=[CH:23][C:19]=1[C:20](Cl)=[O:21]>N1C=CC=CC=1>[ClH:17].[Cl:17][C:18]1[CH:26]=[C:25]([F:27])[CH:24]=[CH:23][C:19]=1[C:20]([NH:9][C:5]1[CH:6]=[CH:7][CH:8]=[C:3]([N:2]([CH3:1])[CH:10]2[CH2:15][CH2:14][N:13]([CH3:16])[CH2:12][CH2:11]2)[N:4]=1)=[O:21] |f:3.4|. Reported procedure: Prepare according to procedure in Example 66 starting with N-methyl-N-(1-methyl-piperidin-4-yl)-pyridine-2,6-diamine (Preparation 34) (200 mg, 0.907 mmol) and 2-chloro-4-fluorobenzoyl chloride (263 mg, 1.36 mmol), and using pyridine as the solvent, to yield 185 mg (49%) of the title compound: mass spectrum (ion spray): m/z=377.2 (M+1); Analysis calc'd for C19H23N4OFCl2.0.6H2O: C, 53.80; H, 5.75; N, 13.21. Found: C, 53.55; H, 5.66; N, 13.28. mp 229–31° C. Starting materials: [I-].[Na+] (sodium iodide), C(C)(C)(C)C1=C(C=C(C=C1)COS(=O)(=O)C)[N+](=O)[O-] (2-t-butyl-5-(methanesulfonyloxymethyl)-1-nitrobenzene). The solvent is CC(=O)C (acetone). Conditions: temperature 50 celsius, time 20 minute. The product is C(C)(C)(C)C1=C(C=C(C=C1)CI)[N+](=O)[O-] (2-t-Butyl-5-(iodomethyl)-1-nitrobenzene). Yield: 98.1%. As a reaction SMILES: [I-:1].[Na+].[C:3]([C:7]1[CH:12]=[CH:11][C:10]([CH2:13]OS(C)(=O)=O)=[CH:9][C:8]=1[N+:19]([O-:21])=[O:20])([CH3:6])([CH3:5])[CH3:4]>CC(C)=O>[C:3]([C:7]1[CH:12]=[CH:11][C:10]([CH2:13][I:1])=[CH:9][C:8]=1[N+:19]([O-:21])=[O:20])([CH3:6])([CH3:5])[CH3:4] |f:0.1|. Reported procedure: 1.65 g (11 mmol) of sodium iodide were added to a solution of 2.00 g (6.96 mmol) of 2-t-butyl-5-(methanesulfonyloxymethyl)-1-nitrobenzene [prepared as described in step (i) above] in 40 ml of acetone, and the mixture was stirred at 50° C. for 20 minutes. At the end of this time, the reaction mixture was cooled to room temperature, and filtered. The precipitate was washed with ethyl acetate, and the combined filtrate and washings were concentrated by evaporation under reduced pressure. The concen... Starting materials: C([C@H]1CCCO1)NS(=O)(=O)C1=C(C(=CC=C1Cl)[N+](=O)[O-])Cl (N-((2R)-tetrahydrofurfuryl)-2,6dichloro-3-nitrobenzenesulfonamide), [H-].[Na+] (NaH), O (water). Yields the product C([C@H]1CCCO1)NS(=O)(=O)C1=C(C(=CC=C1Cl)[N+](=O)[O-])O (N-((2R)-Tetrahydrofurfuryl)-6chloro-2-hydroxy-3-nitrobenzenesulfonamide). The yield is 62.3%. RXN SMILES: [CH2:1]([NH:7][S:8]([C:11]1[C:16]([Cl:17])=[CH:15][CH:14]=[C:13]([N+:18]([O-:20])=[O:19])[C:12]=1Cl)(=[O:10])=[O:9])[C@@H:2]1[O:6][CH2:5][CH2:4][CH2:3]1.[H-].[Na+].[OH2:24]>>[CH2:1]([NH:7][S:8]([C:11]1[C:16]([Cl:17])=[CH:15][CH:14]=[C:13]([N+:18]([O-:20])=[O:19])[C:12]=1[OH:24])(=[O:10])=[O:9])[C@@H:2]1[O:6][CH2:5][CH2:4][CH2:3]1 |f:1.2|. Reported procedure: Following the general hydrolysis procedure outlined in example 15, N-((2R)-tetrahydrofurfuryl)-2,6dichloro-3-nitrobenzenesulfonamide (1.17 g, 3.29 mmol), 80% NaH (303 mg, 10.1 mmol) and water (0.063 mL, 3.49 mmol) were reacted to form the desired product (690 mg, 63%). EI-MS m/z 335(M-H)−. The reactants are FC1=CC=C(C=C1)O (p-fluorophenol), C[O-].[Na+] (sodium methoxide), BrC(C(=O)OC)C1=CC=C(C=C1)OC1=CC=C(C=C1)S(=O)(=O)C (methyl α-bromo-α-[p-(p-methylsulfonylphenoxy)phenyl]acetate). Solvent: CO (methanol), CO (methanol). Reaction conditions: time 18 hour. Product: FC1=CC=C(OC(C(=O)OC)C2=CC=C(C=C2)OC2=CC=C(C=C2)S(=O)(=O)C)C=C1 (Methyl α-(p-fluorophenoxy)-α-[p-(p-methylsulfonylphenoxy)phenyl]acetate). Yield: 50.0%. As a reaction SMILES: [F:1][C:2]1[CH:7]=[CH:6][C:5]([OH:8])=[CH:4][CH:3]=1.C[O-].[Na+].Br[CH:13]([C:18]1[CH:23]=[CH:22][C:21]([O:24][C:25]2[CH:30]=[CH:29][C:28]([S:31]([CH3:34])(=[O:33])=[O:32])=[CH:27][CH:26]=2)=[CH:20][CH:19]=1)[C:14]([O:16][CH3:17])=[O:15]>CO>[F:1][C:2]1[CH:7]=[CH:6][C:5]([O:8][CH:13]([C:18]2[CH:23]=[CH:22][C:21]([O:24][C:25]3[CH:30]=[CH:29][C:28]([S:31]([CH3:34])(=[O:32])=[O:33])=[CH:27][CH:26]=3)=[CH:20][CH:19]=2)[C:14]([O:16][CH3:17])=[O:15])=[CH:4][CH:3]=1 |f:1.2|. Procedure details: To a solution of 2.7 g of p-fluorophenol in 20 ml of methanol was added 1.89 g of sodium methoxide. To the solution was added 7.98 g of methyl α-bromo-α-[p-(p-methylsulfonylphenoxy)phenyl]acetate in 40 ml of methanol. The mixture was refluxed and stirred for 18 hours, chilled and filtered to give 4.3 g of white crystals, mp 135°-137° C. Recrystallization from acetone-hexane gave the product as white crystals, mp 136°-138° C. Yield: 70.4%. Reagents/catalysts: C=1C=CC(=CC1)[P](C=2C=CC=CC2)(C=3C=CC=CC3)[Pd]([P](C=4C=CC=CC4)(C=5C=CC=CC5)C=6C=CC=CC6)([P](C=7C=CC=CC7)(C=8C=CC=CC8)C=9C=CC=CC9)[P](C=1C=CC=CC1)(C=1C=CC=CC1)C=1C=CC=CC1 ((Ph3P)4Pd). RXN SMILES: I[C:2]1[CH:10]=[CH:9][CH:8]=[C:7]2[C:3]=1/[C:4](=[CH:12]/[C:13]1[NH:14][CH:15]=[CH:16][CH:17]=1)/[C:5](=[O:11])[NH:6]2.C([O-])([O-])=O.[Na+].[Na+].[Cl:24][C:25]1[CH:30]=[C:29]([Cl:31])[CH:28]=[CH:27][C:26]=1B(O)O.C1C=CC=CC=1>C1C=CC([P]([Pd]([P](C2C=CC=CC=2)(C2C=CC=CC=2)C2C=CC=CC=2)([P](C2C=CC=CC=2)(C2C=CC=CC=2)C2C=CC=CC=2)[P](C2C=CC=CC=2)(C2C=CC=CC=2)C2C=CC=CC=2)(C2C=CC=CC=2)C2C=CC=CC=2)=CC=1.COCCOC>[Cl:24][C:25]1[CH:30]=[C:29]([Cl:31])[CH:28]=[CH:27][C:26]=1[C:2]1[CH:10]=[CH:9][CH:8]=[C:7]2[C:3]=1/[C:4](=[CH:12]/[C:13]1[NH:14][CH:15]=[CH:16][CH:17]=1)/[C:5](=[O:11])[NH:6]2 |f:1.2.3,^1:44,46,65,84|. Yields the product ClC1=C(C=CC(=C1)Cl)C1=C2/C(/C(NC2=CC=C1)=O)=C/C=1NC=CC1 ((Z)-4-(2,4-dichlorophenyl)-1,3-dihydro-3-[(1H-pyrrol-2-yl)methylene]-2H-indol-2-one). The solvent is COCCOC (1,2-dimethoxyethane). Starting materials: IC1=C2/C(/C(NC2=CC=C1)=O)=C/C=1NC=CC1 ((Z)-1,3-dihydro-4-iodo-3-[(1H-pyrrol-2-yl)methylene]-2H-indol-2-one), IC1=C2/C(/C(NC2=CC=C1)=O)=C/C=1NC=CC1 ((Z)-1,3-dihydro-4-iodo-3-[(1H-pyrrol-2-yl)methylene]-2H-indol-2-one), C(=O)([O-])[O-].[Na+].[Na+] (Na2CO3), ClC1=C(C=CC(=C1)Cl)B(O)O (2,4-dichlorophenylboronic acid), C1=CC=CC=C1 (benzene). Reported procedure: A solution of (Z)-1,3-dihydro-4-iodo-3-[(1H-pyrrol-2-yl)methylene]-2H-indol-2-one (70 mg, 0.208 mmol) (Starting Material 1), 2M aqueous Na2CO3 solution (210 μL, 0.420 mmol), (Ph3P)4Pd (10 mg, 0.009 mmol) (Aldrich), and 2,4-dichlorophenylboronic acid (44 mg, 0.231 mmol) (Lancaster) in 6 mL of a 5:1 mixture of benzene:1,2-dimethoxyethane was heated at reflux under a nitrogen atmosphere for 18 h. The reaction mixture was allowed to cool to room temperature and then directly purified by flash chroma...